Dataset: the Open Reaction Database (ORD), a public repository of structured organic reaction records. Task: describe an organic reaction: reactants, conditions, products, and yield The reactants are BrCCCCCBr, CCN(C(C)C)C(C)C, CCO, Cc1cc2c(C)coc2cc1N. The product is Cc1cc2c(C)coc2cc1N1CCCCC1. RXN SMILES: [Br:13][CH2:14][CH2:15][CH2:16][CH2:17][CH2:18][Br:19].[CH2:20]([N:21]([CH:22]([CH3:23])[CH3:24])[CH:25]([CH3:26])[CH3:27])[CH3:28].[CH3:29][CH2:30][OH:31].[NH2:1][c:2]1[cH:3][c:4]2[c:5]([c:6]([CH3:9])[cH:7][o:8]2)[cH:10][c:11]1[CH3:12]>>[N:1]1([c:2]2[cH:3][c:4]3[c:5]([c:6]([CH3:9])[cH:7][o:8]3)[cH:10][c:11]2[CH3:12])[CH2:14][CH2:15][CH2:16][CH2:17][CH2:18]1. The reactants are Cl, O=C(N1CCC(c2ccc(S(=O)(=O)Cl)cc2)CC1)C(F)(F)F, c1ccncc1, Nc1ncns1. Yields the product O=C(N1CCC(c2ccc(S(=O)(=O)Nc3ncns3)cc2)CC1)C(F)(F)F. Reaction SMILES: [ClH:23].[F:1][C:2]([C:3](=[O:4])[N:5]1[CH2:6][CH2:7][CH:8]([c:11]2[cH:12][cH:13][c:14]([S:17](=[O:18])(=[O:19])[Cl:20])[cH:15][cH:16]2)[CH2:9][CH2:10]1)([F:21])[F:22].[cH:30]1[cH:31][cH:32][n:33][cH:34][cH:35]1.[s:24]1[n:25][cH:26][n:27][c:28]1[NH2:29]>>[F:1][C:2]([C:3](=[O:4])[N:5]1[CH2:6][CH2:7][CH:8]([c:11]2[cH:12][cH:13][c:14]([S:17](=[O:18])(=[O:19])[NH:29][c:28]3[s:24][n:25][cH:26][n:27]3)[cH:15][cH:16]2)[CH2:9][CH2:10]1)([F:21])[F:22]. Starting materials: OCCN1CCN(CC1)C1=NC=C(C(=O)NC)C(=C1)CCC (6-[4-(2-Hydroxyethyl)piperazin-1-yl]-N-methyl-4-propylnicotinamide), C(C)(=O)OC(C)=O (acetic anhydride), S(O)(O)(=O)=O (sulfuric acid). Run at time 10 minute. Yields the product C(C)(=O)OCCN1CCN(CC1)C1=NC=C(C(=O)NC)C(=C1)CCC (6-[4-(2-acetoxyethyl)piperazin-1-yl]-N-methyl-4-propylnicotinamide). Yield: 91.0%. RXN SMILES: [OH:1][CH2:2][CH2:3][N:4]1[CH2:9][CH2:8][N:7]([C:10]2[CH:19]=[C:18]([CH2:20][CH2:21][CH3:22])[C:13]([C:14]([NH:16][CH3:17])=[O:15])=[CH:12][N:11]=2)[CH2:6][CH2:5]1.S(=O)(=O)(O)O.[C:28](OC(=O)C)(=[O:30])[CH3:29]>>[C:28]([O:1][CH2:2][CH2:3][N:4]1[CH2:5][CH2:6][N:7]([C:10]2[CH:19]=[C:18]([CH2:20][CH2:21][CH3:22])[C:13]([C:14]([NH:16][CH3:17])=[O:15])=[CH:12][N:11]=2)[CH2:8][CH2:9]1)(=[O:30])[CH3:29]. Reported procedure: 6-[4-(2-Hydroxyethyl)piperazin-1-yl]-N-methyl-4-propylnicotinamide (477 mg, 1.56 mol) was dissolved in acetic anhydride (1.5 mL), added sulfuric acid (50 μL) under ice-cold conditions, and stirred at room temperature for 10 minutes. The reaction solution was concentrated in vacuo, and extracted with ethyl acetate. The organic layer was washed with brine, dried over anhydrous sodium sulfate, and concentrated in vacuo. The title compound (496 mg (yield 91%)) was obtained as a yellow oil. The reactants are O=C([O-])[O-], CCCC[N+](CCCC)(CCCC)CCCC, Cc1ccccc1, ClCc1ccccc1, [K+], [K+], [K+], [OH-], O=S(=O)([O-])O, c1ccc2c(c1)[nH]c1ccccc12. Yields the product c1ccc(Cn2c3ccccc3c3ccccc32)cc1. Reaction SMILES: [C:16](=[O:17])([O-:18])[O-:19].[CH2:35]([N+:36]([CH2:37][CH2:38][CH2:39][CH3:40])([CH2:41][CH2:42][CH2:43][CH3:44])[CH2:45][CH2:46][CH2:47][CH3:48])[CH2:49][CH2:50][CH3:51].[CH3:52][c:53]1[cH:54][cH:55][cH:56][cH:57][cH:58]1.[Cl:22][CH2:23][c:24]1[cH:25][cH:26][cH:27][cH:28][cH:29]1.[K+:15].[K+:20].[K+:21].[OH-:14].[S:30]([O-:31])([OH:32])(=[O:33])=[O:34].[cH:1]1[cH:2][cH:3][cH:4][c:5]2[c:6]3[cH:7][cH:8][cH:9][cH:10][c:11]3[nH:12][c:13]12>>[cH:1]1[cH:2][cH:3][cH:4][c:5]2[c:6]3[cH:7][cH:8][cH:9][cH:10][c:11]3[n:12]([CH2:23][c:24]3[cH:25][cH:26][cH:27][cH:28][cH:29]3)[c:13]12.